Dataset: the Open Reaction Database (ORD), a public repository of structured organic reaction records. Task: describe an organic reaction: reactants, conditions, products, and yield Reactants: C(C)(=O)OC=1C=C(C(=O)NN2C(C(NCC2)=O)=O)C=CC1OC(C)=O (3,4-bis(acetyloxy)-N-(2,3-dioxo-1-piperazinyl)benzamide), Cl (hydrochloric acid), [OH-].[K+] (potassium hydroxide). Solvent: CO (methanol), O (water). Conditions: time 1 hour. Yields the product OC=1C=C(C=CC1O)C(=O)NN1C(C(NCC1)=O)=O (N-(3,4-Dihydroxyphenylcarbonylamino)piperazindione). Reaction SMILES: C([O:4][C:5]1[CH:6]=[C:7]([CH:19]=[CH:20][C:21]=1[O:22]C(=O)C)[C:8]([NH:10][N:11]1[CH2:16][CH2:15][NH:14][C:13](=[O:17])[C:12]1=[O:18])=[O:9])(=O)C.[OH-].[K+].Cl>CO.O>[OH:4][C:5]1[CH:6]=[C:7]([C:8]([NH:10][N:11]2[CH2:16][CH2:15][NH:14][C:13](=[O:17])[C:12]2=[O:18])=[O:9])[CH:19]=[CH:20][C:21]=1[OH:22] |f:1.2|. Procedure details: To a suspension of 12.13 g (34.7 mmol) of 3,4-bis(acetyloxy)-N-(2,3-dioxo-1-piperazinyl)benzamide in 290 ml of methanol and 80 ml of water was added 29 ml of 25N potassium hydroxide solution (72.9 mmol), and the mixture was stirred for 1 hour at room temperature. The pH of the solution was brought to 6.9 with dilute hydrochloric acid, the solution was then concentrated to 100 ml and the precipitate filtered off, washed with water and dried in vacuo (60°-70° C.); yield: 7.85 g, melting point 294°...